Dataset: the Open Reaction Database (ORD), a public repository of structured organic reaction records. Task: describe an organic reaction: reactants, conditions, products, and yield Reactants: CC(C)(C)OC(=O)C1CC2(CN(c3ccccc3)C(=O)O2)CN1C(=O)C(NC(=O)CC1CCCCC1)C(C)(C)C, O=C(O)C(F)(F)F. The product is CC(C)(C)C(NC(=O)CC1CCCCC1)C(=O)N1CC2(CC1C(=O)O)CN(c1ccccc1)C(=O)O2. Reaction SMILES: [CH:1]1([CH2:7][C:8](=[O:9])[NH:10][CH:11]([C:12](=[O:13])[N:14]2[CH2:15][C:16]3([CH2:17][N:18]([c:22]4[cH:23][cH:24][cH:25][cH:26][cH:27]4)[C:19](=[O:21])[O:20]3)[CH2:28][CH:29]2[C:30](=[O:31])[O:32][C:33]([CH3:34])([CH3:35])[CH3:36])[C:37]([CH3:38])([CH3:39])[CH3:40])[CH2:2][CH2:3][CH2:4][CH2:5][CH2:6]1.[F:41][C:42]([F:43])([F:44])[C:45]([OH:46])=[O:47]>>[CH:1]1([CH2:7][C:8](=[O:9])[NH:10][CH:11]([C:12](=[O:13])[N:14]2[CH2:15][C:16]3([CH2:17][N:18]([c:22]4[cH:23][cH:24][cH:25][cH:26][cH:27]4)[C:19](=[O:21])[O:20]3)[CH2:28][CH:29]2[C:30](=[O:31])[OH:32])[C:37]([CH3:38])([CH3:39])[CH3:40])[CH2:2][CH2:3][CH2:4][CH2:5][CH2:6]1. Reactants: COc1ccc(COc2cc(Cl)c3c(c2)CN(Cc2ccc(OC(F)(F)F)cc2)C3=O)cc1, ClCCl, O=C(O)C(F)(F)F. Product: O=C1c2c(Cl)cc(O)cc2CN1Cc1ccc(OC(F)(F)F)cc1. As a reaction SMILES: [Cl:1][c:2]1[cH:3][c:4]([O:24][CH2:25][c:26]2[cH:27][cH:28][c:29]([O:30][CH3:31])[cH:32][cH:33]2)[cH:5][c:6]2[c:10]1[C:9](=[O:11])[N:8]([CH2:12][c:13]1[cH:14][cH:15][c:16]([O:19][C:20]([F:21])([F:22])[F:23])[cH:17][cH:18]1)[CH2:7]2.[Cl:41][CH2:42][Cl:43].[OH:34][C:35]([C:36]([F:37])([F:38])[F:39])=[O:40]>>[Cl:1][c:2]1[cH:3][c:4]([OH:24])[cH:5][c:6]2[c:10]1[C:9](=[O:11])[N:8]([CH2:12][c:13]1[cH:14][cH:15][c:16]([O:19][C:20]([F:21])([F:22])[F:23])[cH:17][cH:18]1)[CH2:7]2. Starting materials: BrC=1C=C2CCN(CC2=CC1)CC=1C=C(C(N2C=CC=CC12)=O)C(=O)OCC (ethyl 1-[(6-bromo-3,4-dihydroisoquinolin-2(1H)-yl)methyl]-4-oxo-4H-quinolizine-3-carboxylate), C[Zn]C (dimethylzinc). The reagents and catalysts are C=1C=CC(=CC1)[P](C=2C=CC=CC2)(C=3C=CC=CC3)[Pd]([P](C=4C=CC=CC4)(C=5C=CC=CC5)C=6C=CC=CC6)([P](C=7C=CC=CC7)(C=8C=CC=CC8)C=9C=CC=CC9)[P](C=1C=CC=CC1)(C=1C=CC=CC1)C=1C=CC=CC1 (tetrakis(triphenylphosphine)palladium). Run in C1CCOC1 (THF), C1CCOC1 (THF). Conditions: temperature 60 celsius, time 4 hour. Yields the product CC=1C=C2CCN(CC2=CC1)CC=1C=C(C(N2C=CC=CC12)=O)C(=O)O (1-[(6-methyl-3,4-dihydroisoquinolin-2(1H)-yl)methyl]-4-oxo-4H-quinolizine-3-carboxylic acid). Reaction SMILES: Br[C:2]1[CH:3]=[C:4]2[C:9](=[CH:10][CH:11]=1)[CH2:8][N:7]([CH2:12][C:13]1[CH:14]=[C:15]([C:24]([O:26]CC)=[O:25])[C:16](=[O:23])[N:17]3[C:22]=1[CH:21]=[CH:20][CH:19]=[CH:18]3)[CH2:6][CH2:5]2.[CH3:29][Zn]C>C1COCC1.C1C=CC([P]([Pd]([P](C2C=CC=CC=2)(C2C=CC=CC=2)C2C=CC=CC=2)([P](C2C=CC=CC=2)(C2C=CC=CC=2)C2C=CC=CC=2)[P](C2C=CC=CC=2)(C2C=CC=CC=2)C2C=CC=CC=2)(C2C=CC=CC=2)C2C=CC=CC=2)=CC=1>[CH3:29][C:2]1[CH:3]=[C:4]2[C:9](=[CH:10][CH:11]=1)[CH2:8][N:7]([CH2:12][C:13]1[CH:14]=[C:15]([C:24]([OH:26])=[O:25])[C:16](=[O:23])[N:17]3[C:22]=1[CH:21]=[CH:20][CH:19]=[CH:18]3)[CH2:6][CH2:5]2 |^1:40,42,61,80|. Procedure details: To a solution of ethyl 1-[(6-bromo-3,4-dihydroisoquinolin-2(1H)-yl)methyl]-4-oxo-4H-quinolizine-3-carboxylate (0.045 g, 0.10 mmol) in 1 mL THF under nitrogen was added 1.0 M dimethylzinc solution in THF (0.112 mL, 0.112 mmol), and tetrakis(triphenylphosphine)palladium (0) (10 mol %). The reaction mixture was stirred at 60° C. for 4 hours, quenched with 1 mL of saturated aqueous ammonium chloride, then cooled to rt and concentrated in vacuo. To a solution of the resultant brown residue in 1 mL DM... Reactants: BrC1=C(C=C(N)C=C1)F (4-bromo-3-fluoroaniline), NC1=CC(=C(C=C1F)/C(=C/C(=O)OCC)/C)F ((E)-Ethyl 3-(4-amino-2,5-difluorophenyl)-2-butenoate), C(\C=C\C)(=O)OCC (ethyl crotonate). Product: NC1=CC(=C(C=C1)/C(=C/C(=O)OCC)/C)F ((E)-Ethyl 3-(4-amino-2-fluorophenyl)-2-butenoate). The yield is 17.0%. Reaction SMILES: BrC1C=CC(N)=CC=1F.C(OCC)(=O)/C=C/C.[NH2:18][C:19]1[C:24](F)=[CH:23][C:22](/[C:26](/[CH3:33])=[CH:27]/[C:28]([O:30][CH2:31][CH3:32])=[O:29])=[C:21]([F:34])[CH:20]=1>>[NH2:18][C:19]1[CH:24]=[CH:23][C:22](/[C:26](/[CH3:33])=[CH:27]/[C:28]([O:30][CH2:31][CH3:32])=[O:29])=[C:21]([F:34])[CH:20]=1. Procedure details: Using 4-bromo-3-fluoroaniline (10.0 g) and ethyl crotonate (10.9 ml), Compound 11a (2.01 g, 17%) was obtained as a brown solid in the same manner as Compound 10a was synthesized. Starting materials: C(C1=CC=CC=C1)OC1=C(C(=O)NC2=C(C(=O)OC(C)(C)C)C=CC(=C2)C2=CC=CC=C2)C=C(C=C1)CCN1CCN(CC1)C (tert-butyl 2-(2-(benzyloxy)-5-(2-(4-methylpiperazin-1-yl)ethyl)benzamido)-4-phenylbenzoate). The reagents and catalysts are [C].[Pd] (palladium-carbon). Solvent: CO (methanol), C(C)(=O)OCC (ethyl acetate). Run at time 1 hour. Yields the product OC1=C(C(=O)NC2=C(C(=O)OC(C)(C)C)C=CC(=C2)C2=CC=CC=C2)C=C(C=C1)CCN1CCN(CC1)C (tert-butyl 2-(2-hydroxy-5-(2-(4-methylpiperazin-1-yl)ethyl)benzamido)-4-phenylbenzoate). Isolated yield 65.8%. Reaction SMILES: C([O:8][C:9]1[CH:36]=[CH:35][C:34]([CH2:37][CH2:38][N:39]2[CH2:44][CH2:43][N:42]([CH3:45])[CH2:41][CH2:40]2)=[CH:33][C:10]=1[C:11]([NH:13][C:14]1[CH:26]=[C:25]([C:27]2[CH:32]=[CH:31][CH:30]=[CH:29][CH:28]=2)[CH:24]=[CH:23][C:15]=1[C:16]([O:18][C:19]([CH3:22])([CH3:21])[CH3:20])=[O:17])=[O:12])C1C=CC=CC=1>CO.C(OCC)(=O)C.[C].[Pd]>[OH:8][C:9]1[CH:36]=[CH:35][C:34]([CH2:37][CH2:38][N:39]2[CH2:40][CH2:41][N:42]([CH3:45])[CH2:43][CH2:44]2)=[CH:33][C:10]=1[C:11]([NH:13][C:14]1[CH:26]=[C:25]([C:27]2[CH:32]=[CH:31][CH:30]=[CH:29][CH:28]=2)[CH:24]=[CH:23][C:15]=1[C:16]([O:18][C:19]([CH3:21])([CH3:20])[CH3:22])=[O:17])=[O:12] |f:3.4|. Procedure: To a solution mixture of the obtained tert-butyl 2-(2-(benzyloxy)-5-(2-(4-methylpiperazin-1-yl)ethyl)benzamido)-4-phenylbenzoate (0.10 g) in methanol (1.5 mL) and ethyl acetate (1.5 mL), 10% palladium-carbon (0.10 g) was added, followed by stirring under a hydrogen atmosphere at room temperature for 1 hour. The insoluble substance was removed by filtration, and the solvent was evaporated under reduced pressure. The obtained residue was purified by silica gel column chromatography [Kanto Chemical... Reactants: C1(=CC=CC=C1)P(C1=C(C2=CC=CC=C2C=C1)C1=C(C=CC2=CC=CC=C12)P(C1=CC=CC=C1)C1=CC=CC=C1)C1=CC=CC=C1 (2,2′-bis-diphenylphosphanyl-[1,1′]binaphthalenyl), ClC=1N=C(C2=C(N1)N(C=C2C2=CC1=C(N=C(O1)C)C=C2)COCC[Si](C)(C)C)OC2CCCC2 (6-(2-chloro-4-(cyclopentyloxy)-7-((2-(trimethylsilyl)ethoxy)methyl)-7H-pyrrolo[2,3-d]pyrimidin-5-yl)-2-methylbenzo[d]oxazole), NC1=C(C=C(C(=O)NCCO)C=C1)OC (4-amino-N-(2-hydroxyethyl)-3-methoxybenzamide), C([O-])([O-])=O.[Cs+].[Cs+] (cesium carbonate). Reagents/catalysts: C(C)(=O)[O-].[Pd+2].C(C)(=O)[O-] (palladium acetate). Run in O1CCOCC1 (1,4-dioxane). Conditions: temperature 120 celsius, time 8 hour. Yields the product C1(CCCC1)OC=1C2=C(N=C(N1)NC1=C(C=C(C(=O)NCCO)C=C1)OC)N(C=C2C2=CC1=C(N=C(O1)C)C=C2)COCC[Si](C)(C)C (4-((4-(Cyclopentyloxy)-5-(2-methylbenzo[d]oxazol-6-yl)-7-((2-(trimethylsilyl)ethoxy)methyl)-7H-pyrrolo[2,3-d]pyrimidin-2-yl)amino)-N-(2-hydroxyethyl)-3-methoxybenzamide). Isolated yield 30.0%. RXN SMILES: Cl[C:2]1[N:3]=[C:4]([O:29][CH:30]2[CH2:34][CH2:33][CH2:32][CH2:31]2)[C:5]2[C:10]([C:11]3[CH:20]=[CH:19][C:14]4[N:15]=[C:16]([CH3:18])[O:17][C:13]=4[CH:12]=3)=[CH:9][N:8]([CH2:21][O:22][CH2:23][CH2:24][Si:25]([CH3:28])([CH3:27])[CH3:26])[C:6]=2[N:7]=1.[NH2:35][C:36]1[CH:47]=[CH:46][C:39]([C:40]([NH:42][CH2:43][CH2:44][OH:45])=[O:41])=[CH:38][C:37]=1[O:48][CH3:49].C(=O)([O-])[O-].[Cs+].[Cs+].C1(P(C2C=CC=CC=2)C2C=CC3C(=CC=CC=3)C=2C2C3C(=CC=CC=3)C=CC=2P(C2C=CC=CC=2)C2C=CC=CC=2)C=CC=CC=1>O1CCOCC1.C([O-])(=O)C.[Pd+2].C([O-])(=O)C>[CH:30]1([O:29][C:4]2[C:5]3[C:10]([C:11]4[CH:20]=[CH:19][C:14]5[N:15]=[C:16]([CH3:18])[O:17][C:13]=5[CH:12]=4)=[CH:9][N:8]([CH2:21][O:22][CH2:23][CH2:24][Si:25]([CH3:28])([CH3:27])[CH3:26])[C:6]=3[N:7]=[C:2]([NH:35][C:36]3[CH:47]=[CH:46][C:39]([C:40]([NH:42][CH2:43][CH2:44][OH:45])=[O:41])=[CH:38][C:37]=3[O:48][CH3:49])[N:3]=2)[CH2:34][CH2:33][CH2:32][CH2:31]1 |f:2.3.4,7.8.9|. Procedure: To a degassed mixture of 6-(2-chloro-4-(cyclopentyloxy)-7-((2-(trimethylsilyl)ethoxy)methyl)-7H-pyrrolo[2,3-d]pyrimidin-5-yl)-2-methylbenzo[d]oxazole (1 equiv), 4-amino-N-(2-hydroxyethyl)-3-methoxybenzamide (1.2 equiv) and cesium carbonate (5 equiv) in 1,4-dioxane (0.14 M) were added palladium acetate (0.1 equiv) and 2,2′-bis-diphenylphosphanyl-[1,1′]binaphthalenyl (0.2 equiv). The mixture was stirred at 120° C. overnight. The reaction was cooled to room temperature and filtered. The filtrate wa... The reactants are BrCCBr, O=C([O-])[O-], CN(C)C=O, [Cs+], [Cs+], COC(=O)c1cccc(OC(=O)c2ccccc2)c1O. Yields the product COC(=O)c1cccc(OC(=O)c2ccccc2)c1OCCBr. Reaction SMILES: [Br:21][CH2:22][CH2:23][Br:24].[C:25](=[O:26])([O-:27])[O-:28].[CH3:31][N:32]([CH3:33])[CH:34]=[O:35].[Cs+:29].[Cs+:30].[OH:1][c:2]1[c:3]([C:4](=[O:5])[O:6][CH3:7])[cH:8][cH:9][cH:10][c:11]1[O:12][C:13](=[O:14])[c:15]1[cH:16][cH:17][cH:18][cH:19][cH:20]1>>[O:1]([c:2]1[c:3]([C:4](=[O:5])[O:6][CH3:7])[cH:8][cH:9][cH:10][c:11]1[O:12][C:13](=[O:14])[c:15]1[cH:16][cH:17][cH:18][cH:19][cH:20]1)[CH2:23][CH2:22][Br:21]. The reactants are CN1CCC2=C(C(C1)C)C=C(C=C2)Br (N-methyl-8-Bromo-1-methyl-2,3,4,5-tetrahydro-1H-3-benzazepine), CN1CCC2=C(C(C1)CC)C=C(C=C2)C(F)(F)F (N-methyl-8-Trifluoromethyl-1-ethyl-2,3,4,5-tetrahydro-1H-3-benzazepine), CN1CCC2=C(C(C1)C)C=C(C(=C2)F)Cl (N-methyl-8-Chloro-7-fluoro-1-methyl-2,3,4,5-tetrahydro-1H-3-benzazepine), hydrate, CN1CCC2=C(C(C1)CC)C=C(C=C2)Cl (N-methyl-8-Chloro-1-ethyl-2,3,4,5-tetrahydro-1H-3-benzazepine), CN1CCC2=C(C(C1)C)C=C(C(=C2)Cl)Cl (N-methyl-7,8-Dichloro-1-methyl-2,3,4,5-tetrahydro-1H-3-benzazepine), CN1CCC2=C(C(C1)CC)C=C(C(=C2)F)Cl (N-methyl-8-Chloro-7-fluoro-1-ethyl-2,3,4,5-tetrahydro-1H-3-benzazepine), CN1CCC2=C(C(C1)CC)C=C(C(=C2)Cl)Cl (N-methyl-7,8-Dichloro-1-ethyl-2,3,4,5-tetrahydro-1H-3-benzazepine), CN1CCC2=C(C(C1)CC)C=C(C=C2)I (N-methyl-8-Iodo-1-ethyl-2,3,4,5-tetrahydro-1H-3-benzazepine), CN1CCC2=C(C(C1)C)C=C(C=C2)I (N-methyl-8-Iodo-1-methyl-2,3,4,5-tetrahydro-1H-3-benzazepine), CN1CCC2=C(C(C1)C)C=C(C=C2)C(F)(F)F (N-methyl-8-Trifluoromethyl-1-methyl-2,3,4,5-tetrahydro-1H-3-benzazepine), CN1CCC2=C(C(C1)CC)C=C(C=C2)Br (N-methyl-8-Bromo-1-ethyl-2,3,4,5-tetrahydro-1H-3-benzazepine). The product is CN1CCC2=C(C(C1)C)C=C(C=C2)Cl (N-methyl-8-Chloro-1-methyl-2,3,4,5-tetrahydro-1H-3-benzazepine). As a reaction SMILES: [CH3:1][N:2]1[CH2:8][CH:7]([CH3:9])[C:6]2[CH:10]=[C:11](Br)[CH:12]=[CH:13][C:5]=2[CH2:4][CH2:3]1.CN1CC(C)C2C=C(I)C=CC=2CC1.CN1CC(C)C2C=C(C(F)(F)F)C=CC=2CC1.CN1CC(CC)C2C=C(C(F)(F)F)C=CC=2CC1.CN1CC(CC)C2C=C([Cl:78])C=CC=2CC1.CN1CC(CC)C2C=C(Br)C=CC=2CC1.CN1CC(CC)C2C=C(I)C=CC=2CC1.CN1CC(C)C2C=C(Cl)C(Cl)=CC=2CC1.CN1CC(CC)C2C=C(Cl)C(Cl)=CC=2CC1.CN1CC(C)C2C=C(Cl)C(F)=CC=2CC1.CN1CC(CC)C2C=C(Cl)C(F)=CC=2CC1>>[CH3:1][N:2]1[CH2:8][CH:7]([CH3:9])[C:6]2[CH:10]=[C:11]([Cl:78])[CH:12]=[CH:13][C:5]=2[CH2:4][CH2:3]1. Procedure details: N-methyl-8-Bromo-1-methyl-2,3,4,5-tetrahydro-1H-3-benzazepine; N-methyl-8-Iodo-1-methyl-2,3,4,5-tetrahydro-1H-3-benzazepine; N-methyl-8-Trifluoromethyl-1-methyl-2,3,4,5-tetrahydro-1H-3-benzazepine; N-methyl-8-Trifluoromethyl-1-ethyl-2,3,4,5-tetrahydro-1H-3-benzazepine; N-methyl-8-Chloro-1-ethyl-2,3,4,5-tetrahydro-1H-3-benzazepine; N-methyl-8-Bromo-1-ethyl-2,3,4,5-tetrahydro-1H-3-benzazepine; N-methyl-8-Iodo-1-ethyl-2,3,4,5-tetrahydro-1H-3-benzazepine; N-methyl-7,8-Dichloro-1-methyl-2,3,4,5-tetra...